From a dataset of the Open Reaction Database (ORD), a public repository of structured organic reaction records. describe an organic reaction: reactants, conditions, products, and yield Starting materials: F[C@@H]1[C@@H]2C=3C=CC(=CC3C[C@H]([C@H]2[C@@H]2CC[C@@H]([C@@]2(C)C1)O)CCCCCNC)O (11β-fluoro-7α-[5-(methyl-amino)-pentyl]-estra-1,3,5(10)-triene-3,17β-diol), FC(CCCCCCCC1=C(S(=O)(=O)[O-])C=CC(=C1)C)(C(F)(F)F)F (8,8,9,9,9-pentafluoro-nonyltosylate), O (water). Run in CN(C=O)C (dimethylformamide). Yields the product F[C@@H]1[C@@H]2C=3C=CC(=CC3C[C@H]([C@H]2[C@@H]2CC[C@@H]([C@@]2(C)C1)O)CCCCCN(CCCCCCCC(C(F)(F)F)(F)F)C)O (11β-Fluoro-7α-{5-[methyl-(8,8,9,9,9-pentafluoro-nonyl)-amino]-pentyl}-estra-1,3,5(10)-triene-3,17β-diol). As a reaction SMILES: [F:1][C@H:2]1[CH2:19][C@@:17]2([CH3:18])[C@@H:13]([CH2:14][CH2:15][C@@H:16]2O)[C@H:12]2[C@H:3]1[C:4]1[CH:5]=[CH:6][C:7]([OH:28])=[CH:8][C:9]=1[CH2:10][C@H:11]2[CH2:21][CH2:22][CH2:23][CH2:24][CH2:25][NH:26][CH3:27].[F:29][C:30]([F:53])([C:49]([F:52])([F:51])[F:50])[CH2:31][CH2:32][CH2:33][CH2:34][CH2:35][CH2:36][CH2:37]C1C=C(C)C=CC=1S([O-])(=O)=O.[OH2:54]>CN(C)C=O>[F:1][C@H:2]1[CH2:19][C@@:17]2([CH3:18])[C@@H:13]([CH2:14][CH2:15][C@@H:16]2[OH:54])[C@H:12]2[C@H:3]1[C:4]1[CH:5]=[CH:6][C:7]([OH:28])=[CH:8][C:9]=1[CH2:10][C@H:11]2[CH2:21][CH2:22][CH2:23][CH2:24][CH2:25][N:26]([CH3:27])[CH2:37][CH2:36][CH2:35][CH2:34][CH2:33][CH2:32][CH2:31][C:30]([F:29])([F:53])[C:49]([F:50])([F:51])[F:52]. Procedure: A solution of 1.77 g of 11β-fluoro-7α-[5-(methyl-amino)-pentyl]-estra-1,3,5(10)-triene-3,17β-diol in 18 ml of dimethylformamide is stirred with 1.4 g of 8,8,9,9,9-pentafluoro-nonyltosylate for 1 hour at a bath temperature of 80° C. Then, it is added to water, extracted three times with ethyl acetate, washed with water and common salt solution, dried on sodium sulfate, concentrated by evaporation in a vacuum and chromatographed on silica gel with dichloromethane/methanol. 11β-Fluoro-7α-{5-[methyl...